This data is from the Open Reaction Database (ORD), a public repository of structured organic reaction records. The task is: describe an organic reaction: reactants, conditions, products, and yield Starting materials: C, CC(=O)NCC=C1CCc2ccc3nn(C)cc3c21, CO, [Pd]. Yields the product CC(=O)NCCC1CCc2ccc3nn(C)cc3c21. RXN SMILES: [C:22].[CH3:1][n:2]1[n:3][c:4]2[cH:5][cH:6][c:7]3[c:8]([c:9]2[cH:10]1)[C:11](=[CH:14][CH2:15][NH:16][C:17]([CH3:18])=[O:19])[CH2:12][CH2:13]3.[CH3:20][OH:21].[Pd:23]>>[CH3:1][n:2]1[n:3][c:4]2[cH:5][cH:6][c:7]3[c:8]([c:9]2[cH:10]1)[CH:11]([CH2:14][CH2:15][NH:16][C:17]([CH3:18])=[O:19])[CH2:12][CH2:13]3. The reactants are C=CCn1c(CC(C)(C)C(=O)O)c(Cc2ccc(Cl)cc2)c2ccc(OCc3ccc4ccccc4n3)cc21, CCOC(C)=O. Product: CCCn1c(CC(C)(C)C(=O)O)c(Cc2ccc(Cl)cc2)c2ccc(OCc3ccc4ccccc4n3)cc21. Reaction SMILES: [CH2:1]([CH:2]=[CH2:3])[n:4]1[c:5]([CH2:33][C:34]([C:35](=[O:36])[OH:37])([CH3:38])[CH3:39])[c:6]([CH2:25][c:26]2[cH:27][cH:28][c:29]([Cl:32])[cH:30][cH:31]2)[c:7]2[cH:8][cH:9][c:10]([O:13][CH2:14][c:15]3[n:16][c:17]4[cH:18][cH:19][cH:20][cH:21][c:22]4[cH:23][cH:24]3)[cH:11][c:12]12.[CH3:40][CH2:41][O:42][C:43]([CH3:44])=[O:45]>>[CH2:1]([CH2:2][CH3:3])[n:4]1[c:5]([CH2:33][C:34]([C:35](=[O:36])[OH:37])([CH3:38])[CH3:39])[c:6]([CH2:25][c:26]2[cH:27][cH:28][c:29]([Cl:32])[cH:30][cH:31]2)[c:7]2[cH:8][cH:9][c:10]([O:13][CH2:14][c:15]3[n:16][c:17]4[cH:18][cH:19][cH:20][cH:21][c:22]4[cH:23][cH:24]3)[cH:11][c:12]12. Starting materials: ClC=1C=CC=2C(C3=C(NC2C1)C(=NN(C3=O)C3=CC(=C(C=C3)OC)Cl)O)=O (7-Chloro-2-(3-chloro-4-methoxyphenyl)-4-hydroxy-1,2,5,10-tetrahydropyridazino-[4,5-b]quinoline-1,10-dione), Example 37. Run in CS(=O)(=O)O (methanesulfonic acid). Reaction conditions: temperature 145 celsius, time 3 hour. Product: ClC=1C=CC=2C(C3=C(NC2C1)C(=NN(C3=O)C3=CC(=C(C=C3)O)Cl)O)=O (7-Chloro-2-(3-chloro-4-hydroxyphenyl)-4-hydroxy-1,2,5,10-tetrahydropyridazino[4,5-b]quinoline-1,10-dione). Yield: 76.0%. RXN SMILES: [Cl:1][C:2]1[CH:3]=[CH:4][C:5]2[C:6](=[O:27])[C:7]3[C:15](=[O:16])[N:14]([C:17]4[CH:22]=[CH:21][C:20]([O:23]C)=[C:19]([Cl:25])[CH:18]=4)[N:13]=[C:12]([OH:26])[C:8]=3[NH:9][C:10]=2[CH:11]=1>CS(O)(=O)=O>[Cl:1][C:2]1[CH:3]=[CH:4][C:5]2[C:6](=[O:27])[C:7]3[C:15](=[O:16])[N:14]([C:17]4[CH:22]=[CH:21][C:20]([OH:23])=[C:19]([Cl:25])[CH:18]=4)[N:13]=[C:12]([OH:26])[C:8]=3[NH:9][C:10]=2[CH:11]=1. Reported procedure: 7-Chloro-2-(3-chloro-4-methoxyphenyl)-4-hydroxy-1,2,5,10-tetrahydropyridazino-[4,5-b]quinoline-1,10-dione (previously prepared in Example 37 1.00 g, 2.47 mM) was stirred in methanesulfonic acid (20 mL) to give a black solution. This solution was heated to 145° C. for 6 hours and cooled to room temperature. Vater (60 mL) was added to give a tan suspension which was stirred for 3 hours and filtered. The collected solids were washed with water and ether to give the title compound as a gold powder (...